From a dataset of the Open Reaction Database (ORD), a public repository of structured organic reaction records. describe an organic reaction: reactants, conditions, products, and yield The reactants are COC1(CCC(CC1)(C#N)C1=CC(=C(C=C1)OC(F)F)OC(F)F)OC (4-(3,4-bisdifluoromethoxyphenyl)-4-cyanocyclohexan-1-one dimethyl ketal), [H-].[Al+3].[Li+].[H-].[H-].[H-] (lithium aluminum hydride), C([O-])([O-])=O.[Na+].[Na+] (sodium carbonate), C(=O)([O-])C(O)C(O)C(=O)[O-].[K+].[Na+] (sodium potassium tartrate). Run in O1CCCC1 (tetrahydrofuran), O1CCCC1 (tetrahydrofuran), C(C)(=O)OCC (ethyl acetate). Run at time 6 hour. Product: COC1(CCC(CC1)(C1=CC(=C(C=C1)OC(F)F)OC(F)F)CN)OC (4-Aminomethyl-4-(3,4-bisdifluoromethoxyphenyl)cyclohexan-1-one dimethyl ketal). Yield: 84.8%. RXN SMILES: [CH3:1][O:2][C:3]1([O:25][CH3:26])[CH2:8][CH2:7][C:6]([C:11]2[CH:16]=[CH:15][C:14]([O:17][CH:18]([F:20])[F:19])=[C:13]([O:21][CH:22]([F:24])[F:23])[CH:12]=2)([C:9]#[N:10])[CH2:5][CH2:4]1.[H-].[Al+3].[Li+].[H-].[H-].[H-].C(C(C(C([O-])=O)O)O)([O-])=O.[K+].[Na+].C(=O)([O-])[O-].[Na+].[Na+]>O1CCCC1.C(OCC)(=O)C>[CH3:1][O:2][C:3]1([O:25][CH3:26])[CH2:8][CH2:7][C:6]([CH2:9][NH2:10])([C:11]2[CH:16]=[CH:15][C:14]([O:17][CH:18]([F:20])[F:19])=[C:13]([O:21][CH:22]([F:23])[F:24])[CH:12]=2)[CH2:5][CH2:4]1 |f:1.2.3.4.5.6,7.8.9,10.11.12|. Procedure: A solution of 4-(3,4-bisdifluoromethoxyphenyl)-4-cyanocyclohexan-1-one dimethyl ketal (0.5 g, 1.33 mmol) in tetrahydrofuran (3 mL) at room temperature under an argon atmosphere was added to a suspension of lithium aluminum hydride (0.1 g, 2.66 mmol) in tetrahydrofuran (4.5 mL). After 6 h, ethyl acetate and saturated aqueous sodium potassium tartrate were added, followed by saturated aqueous sodium carbonate, and the mixture was extracted four times with ethyl acetate. The organic extract was dri...